From a dataset of the Open Reaction Database (ORD), a public repository of structured organic reaction records. describe an organic reaction: reactants, conditions, products, and yield Starting materials: C(C)OC(C)=O.Cl (hydrogen chloride ethyl acetate), C1(=CC=CC=C1)P(C1=CC=CC=C1)C1=CC=CC=C1 (Triphenyl phosphine), N(=NC(=O)OC(C)(C)C)C(=O)OC(C)(C)C (di-tert-butyl azodicarboxylate), OC=1C=C2C=CNC(C2=CC1)=O (6-hydroxy-2H-isoquinolin-1-one), N1=CC(=CC=C1)CCN(CCCO)CC1=CC=NC=C1 (3-[(2-pyridin-3-ylethyl)pyridin-4-ylmethylamino]propan-1-ol). The solvent is C(C)(=O)OCC (ethyl acetate), O1CCCC1 (tetrahydrofuran). Run at time 8 hour. Product: Cl.Cl.Cl.N1=CC(=CC=C1)CCN(CCCOC=1C=C2C=CNC(C2=CC1)=O)CC1=CC=NC=C1 (6-{3-[(2-pyridin-3-ylethyl)pyridin-4-ylmethylamino]propoxy}-2H-isoquinolin-1-one trihydrochloride). RXN SMILES: C1(P(C2C=CC=CC=2)C2C=CC=CC=2)C=CC=CC=1.N(C(OC(C)(C)C)=O)=NC(OC(C)(C)C)=O.[OH:36][C:37]1[CH:38]=[C:39]2[C:44](=[CH:45][CH:46]=1)[C:43](=[O:47])[NH:42][CH:41]=[CH:40]2.[N:48]1[CH:53]=[CH:52][CH:51]=[C:50]([CH2:54][CH2:55][N:56]([CH2:61][C:62]2[CH:67]=[CH:66][N:65]=[CH:64][CH:63]=2)[CH2:57][CH2:58][CH2:59]O)[CH:49]=1.C(OC(=O)C)C.[ClH:74]>C(OCC)(=O)C.O1CCCC1>[ClH:74].[ClH:74].[ClH:74].[N:48]1[CH:53]=[CH:52][CH:51]=[C:50]([CH2:54][CH2:55][N:56]([CH2:61][C:62]2[CH:63]=[CH:64][N:65]=[CH:66][CH:67]=2)[CH2:57][CH2:58][CH2:59][O:36][C:37]2[CH:38]=[C:39]3[C:44](=[CH:45][CH:46]=2)[C:43](=[O:47])[NH:42][CH:41]=[CH:40]3)[CH:49]=1 |f:4.5,8.9.10.11|. Procedure details: Triphenyl phosphine(51 mg) and di-tert-butyl azodicarboxylate (45 mg) were added to a tetrahydrofuran (THF) solution(1.5 ml) of 6-hydroxy-2H-isoquinolin-1-one(29 mg), and 3-[(2-pyridin-3-ylethyl)pyridin-4-ylmethylamino]propan-1-ol(40 mg). The mixture was stirred overnight. After the reaction mixture was condensed under reduced pressure, the residue was purified by NH silica gel column chromatography (ethyl acetate: methanol=1:0→4:1). The purified product was condensed under reduced pressure. A 4... The reactants are C(C1=CC=CC=C1)=C1C(CCC(C1)C)=O (2-benzylidene-4-methylcyclohexanone), C(\C=C/C(=O)OCC)(=O)OCC (diethyl maleate). The reagents and catalysts are [C].[Pd] (palladium carbon). The solvent is C1(=CC=CC=C1)C (toluene). Reaction conditions: temperature 200 celsius, time 2 hour. The product is C(C1=CC=CC=C1)C1=C(C=CC(=C1)C)O (2-benzyl-4-methylphenol). Isolated yield 49.4%. Reaction SMILES: [CH:1](=[C:8]1[CH2:13][CH:12]([CH3:14])[CH2:11][CH2:10][C:9]1=[O:15])[C:2]1[CH:7]=[CH:6][CH:5]=[CH:4][CH:3]=1.C(OCC)(=O)/C=C\C(OCC)=O>[C].[Pd].C1(C)C=CC=CC=1>[CH2:1]([C:8]1[CH:13]=[C:12]([CH3:14])[CH:11]=[CH:10][C:9]=1[OH:15])[C:2]1[CH:3]=[CH:4][CH:5]=[CH:6][CH:7]=1 |f:2.3|. Reported procedure: In a 100-ml, four-necked flask equipped with a magnetic stirrer, a reflux condenser and a thermometer were placed 20.0 g (0.1 mole) of the 2-benzylidene-4-methylcyclohexanone produced in Example 10 and 51.7 g (0.3 mole) of diethyl maleate in this order. The flask inside was purged with nitrogen. Thereto was added 1.0 g (5 wt. %, 0.47 mmole as palladium) of 5% palladium carbon (a product of Wako Pure Chemical Industries, Ltd.). The system was made vacuum using an aspirator and then returned to or... Starting materials: COc1cc(C=O)ccc1Oc1ccc(C#N)cc1C(F)(F)F, NC1=NC(=O)CS1. The product is COc1cc(C=C2SC(N)=NC2=O)ccc1Oc1ccc(C#N)cc1C(F)(F)F. RXN SMILES: [CH:8](=[O:9])[c:10]1[cH:11][c:12]([O:29][CH3:30])[c:13]([O:14][c:15]2[c:16]([C:23]([F:24])([F:25])[F:26])[cH:17][c:18]([C:19]#[N:20])[cH:21][cH:22]2)[cH:27][cH:28]1.[NH2:1][C:2]1=[N:6][C:5](=[O:7])[CH2:4][S:3]1>>[NH2:1][C:2]1=[N:6][C:5](=[O:7])[C:4](=[CH:8][c:10]2[cH:11][c:12]([O:29][CH3:30])[c:13]([O:14][c:15]3[c:16]([C:23]([F:24])([F:25])[F:26])[cH:17][c:18]([C:19]#[N:20])[cH:21][cH:22]3)[cH:27][cH:28]2)[S:3]1. Starting materials: BrC=1C=CC2=C(CCO2)C1CCCN (3-(5-bromo-2,3-dihydro-benzofuran-4-yl)-propylamine), C(C)(=O)OC(C)=O (acetic anhydride), Cl (hydrochloric acid). The solvent is N1=CC=CC=C1 (pyridine). Conditions: time 8 hour. Yields the product BrC=1C=CC2=C(CCO2)C1CCCNC(C)=O (N-[3-(5-Bromo-2,3-dihydro-benzofuran-4-yl)-propyl]-acetamide). RXN SMILES: [Br:1][C:2]1[CH:3]=[CH:4][C:5]2[O:9][CH2:8][CH2:7][C:6]=2[C:10]=1[CH2:11][CH2:12][CH2:13][NH2:14].[C:15](OC(=O)C)(=[O:17])[CH3:16].Cl>N1C=CC=CC=1>[Br:1][C:2]1[CH:3]=[CH:4][C:5]2[O:9][CH2:8][CH2:7][C:6]=2[C:10]=1[CH2:11][CH2:12][CH2:13][NH:14][C:15](=[O:17])[CH3:16]. Reported procedure: A solution of 3-(5-bromo-2,3-dihydro-benzofuran-4-yl)-propylamine (256 mg) in pyridine (3 ml) at 40 was treated with acetic anhydride (0.11 ml) and the solution stored overnight at 4°. The cold solution was acidified with 2N hydrochloric acid and the mixture extracted with ethyl acetate. The extracts were dried and evaporated and the residue chromatographed on silica (20 g) using dichloromethane:methanol:ammonia (100:8:1) to give the title compound as an oil which slowly solidified (175 mg). Reactants: BrC=1C=C2C=NNC2=CC1C (5-Bromo-6-methyl-1H-indazole), CC1(C2=C(C(=CC=C2)P(C3=CC=CC=C3)C4=CC=CC=C4)OC5=C(C=CC=C51)P(C6=CC=CC=C6)C7=CC=CC=C7)C (XANTPHOS), C(C1=CC=CC=C1)S (BENZYL MERCAPTAN), byproduct, CCN(C(C)C)C(C)C (DIPEA). Reagents/catalysts: C=1C=CC(=CC1)/C=C/C(=O)/C=C/C2=CC=CC=C2.C=1C=CC(=CC1)/C=C/C(=O)/C=C/C2=CC=CC=C2.C=1C=CC(=CC1)/C=C/C(=O)/C=C/C2=CC=CC=C2.[Pd].[Pd] (Pd2(dba)3). The solvent is O1CCOCC1 (Dioxane), C(Cl)Cl (DCM). Run at time 2 hour. Product: C(C1=CC=CC=C1)SC=1C=C2C=NNC2=CC1C (5-(Benzylsulfanyl)-6-methyl-1H-indazole). As a reaction SMILES: Br[C:2]1[CH:3]=[C:4]2[C:8](=[CH:9][C:10]=1[CH3:11])[NH:7][N:6]=[CH:5]2.CC1(C)C2C(=C(P(C3C=CC=CC=3)C3C=CC=CC=3)C=CC=2)OC2C(P(C3C=CC=CC=3)C3C=CC=CC=3)=CC=CC1=2.CCN(C(C)C)C(C)C.[CH2:63]([SH:70])[C:64]1[CH:69]=[CH:68][CH:67]=[CH:66][CH:65]=1>C(Cl)Cl.C1C=CC(/C=C/C(/C=C/C2C=CC=CC=2)=O)=CC=1.C1C=CC(/C=C/C(/C=C/C2C=CC=CC=2)=O)=CC=1.C1C=CC(/C=C/C(/C=C/C2C=CC=CC=2)=O)=CC=1.[Pd].[Pd].O1CCOCC1>[CH2:63]([S:70][C:2]1[CH:3]=[C:4]2[C:8](=[CH:9][C:10]=1[CH3:11])[NH:7][N:6]=[CH:5]2)[C:64]1[CH:69]=[CH:68][CH:67]=[CH:66][CH:65]=1 |f:5.6.7.8.9|. Procedure: 5-Bromo-6-methyl-1H-indazole (4-1, 2 g, 9.48 mmol), XANTPHOS (0.548 g, 0.948 mmol), and Pd2(dba)3 (0.868 g, 0.948 mmol) were added to an oven-dried sealed tube followed by anhydrous Dioxane (31.6 ml), DIPEA (3.31 ml, 18.95 mmol) and BENZYL MERCAPTAN (1.177 ml, 9.95 mmol). Placed in 120° C. bath. After 2 h, UPLC showed >52% P1 at 1.25 min, 15% R1 at 1.07 min, 16% byproduct at 1.56 min and several minor peaks each less than 7%. After an additional 2 h, UPLC showed no change. Cooled to RT, filtered... Starting materials: C(C1=CC=CC=C1)(=O)NC(=S)NC=1C=CC2=C(C(NC3=C(O2)C=CC=C3)=O)C1 (1-Benzoyl-3-(11-oxo-10,11-dihydro-dibenzo[b,f][1,4]oxazepin-2-yl)-thiourea), [OH-].[Na+] (sodium hydroxide). The solvent is C1CCOC1 (THF). The product is O=C1NC2=C(OC3=C1C=C(C=C3)NC(=S)N)C=CC=C2 ((11-Oxo-10,11-dihydro-dibenzo[b,f][1,4]oxazepin-2-yl)-thiourea). Reaction SMILES: C([NH:9][C:10]([NH:12][C:13]1[CH:14]=[CH:15][C:16]2[O:22][C:21]3[CH:23]=[CH:24][CH:25]=[CH:26][C:20]=3[NH:19][C:18](=[O:27])[C:17]=2[CH:28]=1)=[S:11])(=O)C1C=CC=CC=1.[OH-].[Na+]>C1COCC1>[O:27]=[C:18]1[C:17]2[CH:28]=[C:13]([NH:12][C:10]([NH2:9])=[S:11])[CH:14]=[CH:15][C:16]=2[O:22][C:21]2[CH:23]=[CH:24][CH:25]=[CH:26][C:20]=2[NH:19]1 |f:1.2|. Procedure: To a mixture of 1-benzoyl-3-(11-oxo-10,11-dihydro-dibenzo[b,f][1,4]oxazepin-2-yl)-thiourea (Example 15) in 15 mL of THF was added 1.0 mL of 2.0 N aqueous sodium hydroxide. The resulting solution was heated for 3 hr under reflux. The mixture was concentrated and the residue was triturated with 50 mL of a 10% THF:90% dichloromethane solution. The solid was filtered and washed with 30 mL of water (yield 201 mg, 78%). H1 NMR (CDCl3) δ: 10.3 (bs, 1H), 7.74-7.61 (m, 3H), 7.28-7.15 (m, 3H), MS (ES): MH... Reactants: CCCS, CN(C)C=O, NS(=O)(=O)c1ccccc1Cl, [K+], [OH-]. Yields the product CCCSc1ccccc1S(N)(=O)=O. RXN SMILES: [CH2:3]([CH2:4][CH3:5])[SH:6].[CH3:18][N:19]([CH3:20])[CH:21]=[O:22].[Cl:7][c:8]1[c:9]([S:14](=[O:15])(=[O:16])[NH2:17])[cH:10][cH:11][cH:12][cH:13]1.[K+:2].[OH-:1]>>[CH2:3]([CH2:4][CH3:5])[S:6][c:8]1[c:9]([S:14](=[O:15])(=[O:16])[NH2:17])[cH:10][cH:11][cH:12][cH:13]1.